This data is from the Open Reaction Database (ORD), a public repository of structured organic reaction records. The task is: describe an organic reaction: reactants, conditions, products, and yield Reactants: three, 30, BrC1=CC2=C3C4=C1C=CC=C4C(C4=C3C=3C(=CC=CC3C2=O)C(=C4)Br)=O (4,10-Dibromo-dibenzo[def,mno]chrysene-6,12-dione), C1(=CC=CC=C1)B(O)O (phenyl boronic acid), 18-c-6, C(C)O (ethanol), C([O-])([O-])=O.[K+].[K+] (potassium carbonate), C1(=CC=CC=C1)C (toluene). Run at time 3 hour. Product: C1(=CC=CC=C1)C1=CC2=C3C4=C1C=CC=C4C(C4=C3C=3C(=CC=CC3C2=O)C(=C4)C4=CC=CC=C4)=O (4,10-Diphenyl-dibenzo[def,mno]chrysene-6,12-dione). As a reaction SMILES: Br[C:2]1[C:7]2[CH:8]=[CH:9][CH:10]=[C:11]3[C:12](=[O:26])[C:13]4[CH:24]=[C:23](Br)[C:16]5=[CH:17][CH:18]=[CH:19][C:20]6[C:21](=[O:22])[C:4](=[C:5]([C:14]=4[C:15]=65)[C:6]=23)[CH:3]=1.[C:27]1(B(O)O)[CH:32]=[CH:31][CH:30]=[CH:29][CH:28]=1.C(O)C.C(=O)([O-])[O-].[K+].[K+].[C:45]1(C)[CH:50]=[CH:49][CH:48]=[CH:47][CH:46]=1>>[C:27]1([C:2]2[C:7]3[CH:8]=[CH:9][CH:10]=[C:11]4[C:12](=[O:26])[C:13]5[CH:24]=[C:23]([C:45]6[CH:50]=[CH:49][CH:48]=[CH:47][CH:46]=6)[C:16]6=[CH:17][CH:18]=[CH:19][C:20]7[C:21](=[O:22])[C:4](=[C:5]([C:14]=5[C:15]=76)[C:6]=34)[CH:3]=2)[CH:32]=[CH:31][CH:30]=[CH:29][CH:28]=1 |f:3.4.5|. Reported procedure: To a 3 L of three neck flask were charged with 30 0 g (0.065 mol.) of 4,10-Dibromo-dibenzo[def,mno]chrysene-6,12-dione, 17.8 g (0.146 mol.) of phenyl boronic acid, and 0.2 g of 18-c-6 in a mixture of 1200 mL of toluene, 300 mL of ethanol, and 250 mL of 2.0 N potassium carbonate. After mixture was bubbled with house nitrogen for 15 min, 0.3 g of Pd (PPh3)4 was added to the reaction mixture under nitrogen. Then the reaction mixture was heated to reflux with efficient stirring under nitrogen protec... Starting materials: CC(C)(C)OC(=O)NCc1ccc2c(c1)nc(Cn1c(=O)n(C3CC3)c(=O)c3ccccc31)n2CCCCO, COc1cc(=O)n(Cc2nc3cc(CNC(=O)OC(C)(C)C)ccc3n2CCCCOC(=O)C(C)(C)C)c2ccccc12, O. The product is COc1cc(=O)n(Cc2nc3cc(CNC(=O)OC(C)(C)C)ccc3n2CCCCO)c2ccccc12. As a reaction SMILES: [C:1]([O:2][C:3](=[O:4])[NH:5][CH2:6][c:7]1[cH:8][cH:9][c:10]2[n:11]([CH2:12][CH2:13][CH2:14][CH2:15][OH:16])[c:17]([CH2:18][n:19]3[c:20]4[c:21]([cH:22][cH:23][cH:24][cH:25]4)[c:26](=[O:27])[n:28]([CH:29]4[CH2:30][CH2:31]4)[c:32]3=[O:33])[n:34][c:35]2[cH:36]1)([CH3:37])([CH3:38])[CH3:39].[C:40]([CH3:41])([CH3:42])([CH3:43])[O:44][C:45](=[O:46])[NH:47][CH2:48][c:49]1[cH:50][c:51]2[c:52]([n:53]([CH2:70][CH2:71][CH2:72][CH2:73][O:74][C:75](=[O:76])[C:77]([CH3:78])([CH3:79])[CH3:80])[c:54]([CH2:56][n:57]3[c:58](=[O:69])[cH:59][c:60]([O:67][CH3:68])[c:61]4[cH:62][cH:63][cH:64][cH:65][c:66]34)[n:55]2)[cH:81][cH:82]1.[OH2:83]>>[C:40]([CH3:41])([CH3:42])([CH3:43])[O:44][C:45](=[O:46])[NH:47][CH2:48][c:49]1[cH:50][c:51]2[c:52]([n:53]([CH2:70][CH2:71][CH2:72][CH2:73][OH:74])[c:54]([CH2:56][n:57]3[c:58](=[O:69])[cH:59][c:60]([O:67][CH3:68])[c:61]4[cH:62][cH:63][cH:64][cH:65][c:66]34)[n:55]2)[cH:81][cH:82]1. Reactants: CCOC(=O)c1c(Cl)c2sccc2n(Cc2cccc(F)c2)c1=O, [Cl-], C1CN2CCN1CC2, O=C(c1cccs1)N1CCNCC1, [NH4+], CN(C)C=O. Product: CCOC(=O)c1c(N2CCN(C(=O)c3cccs3)CC2)c2sccc2n(Cc2cccc(F)c2)c1=O. As a reaction SMILES: [CH2:1]([CH3:2])[O:3][C:4](=[O:5])[c:6]1[c:7]([Cl:24])[c:8]2[c:9]([n:10]([CH2:13][c:14]3[cH:15][c:16]([F:20])[cH:17][cH:18][cH:19]3)[c:11]1=[O:12])[cH:21][cH:22][s:23]2.[Cl-:46].[N:25]12[CH2:26][CH2:27][N:28]([CH2:29][CH2:30]1)[CH2:31][CH2:32]2.[N:33]1([C:39](=[O:40])[c:41]2[s:42][cH:43][cH:44][cH:45]2)[CH2:34][CH2:35][NH:36][CH2:37][CH2:38]1.[NH4+:47].[O:48]=[CH:49][N:50]([CH3:51])[CH3:52]>>[CH2:1]([CH3:2])[O:3][C:4](=[O:5])[c:6]1[c:7]([N:36]2[CH2:35][CH2:34][N:33]([C:39](=[O:40])[c:41]3[s:42][cH:43][cH:44][cH:45]3)[CH2:38][CH2:37]2)[c:8]2[c:9]([n:10]([CH2:13][c:14]3[cH:15][c:16]([F:20])[cH:17][cH:18][cH:19]3)[c:11]1=[O:12])[cH:21][cH:22][s:23]2. The reactants are NC1=C2N=CN(C2=NC(=N1)NCCC)CC1=CC=CC=C1 (6-Amino-9-benzyl-2-propylaminopurine), BrBr (bromine), S(=S)(=O)([O-])[O-].[Na+].[Na+] (sodium thiosulfate). Run in C(Cl)Cl (methylene chloride). Reaction conditions: time 1 hour. Yields the product NC1=C2N=C(N(C2=NC(=N1)NCCC)CC1=CC=CC=C1)Br (6-Amino-9-benzyl-8-bromo-2-propylaminopurine). Isolated yield 85.0%. Reaction SMILES: [NH2:1][C:2]1[N:10]=[C:9]([NH:11][CH2:12][CH2:13][CH3:14])[N:8]=[C:7]2[C:3]=1[N:4]=[CH:5][N:6]2[CH2:15][C:16]1[CH:21]=[CH:20][CH:19]=[CH:18][CH:17]=1.[Br:22]Br.S([O-])([O-])(=O)=S.[Na+].[Na+]>C(Cl)Cl>[NH2:1][C:2]1[N:10]=[C:9]([NH:11][CH2:12][CH2:13][CH3:14])[N:8]=[C:7]2[C:3]=1[N:4]=[C:5]([Br:22])[N:6]2[CH2:15][C:16]1[CH:21]=[CH:20][CH:19]=[CH:18][CH:17]=1 |f:2.3.4|. Procedure: 6-Amino-9-benzyl-2-propylaminopurine (87 mg, 0.31 mmol) and bromine (0.5 ml) were dissolved in 50 ml of methylene chloride and the solution was stirred at room temperature for 1 hour. Aqueous sodium thiosulfate was added to the reaction mixture. The organic layer was separated, dried on sodium sulfate and filtered. The solvent in the filtrate was evaporated in vacuo. The residue was purified with silica gel chromatography (1% methanol/chloroform) to give the subject compound (95 mg, yield 85%). The reactants are CC1(CCCC1)C(C=CC1C(CC2OC(CC21)=O)O)O (4-[3-(1-methylcyclopentyl)-3-hydroxy-1-propenyl]hexahydro-5-hydroxy-2H-cyclopenta[b]furan-2-one), [Si](C)(C)(C(C)(C)C)Cl (t-butyldimethylsilyl chloride). Yields the product CC1(CCCC1)C(C=CC1C(CC2OC(CC21)=O)O[Si](C)(C)C(C)(C)C)O[Si](C)(C)C(C)(C)C (4-[3-(1-methylcyclopentyl)-3-[[(1,1-dimethylethyl)dimethylsilyl]oxy]-1-propenyl]-5-[[(1,1-dimethylethyl)dimethylsilyl]oxy]-hexahydro-2H-cyclopenta[b]furan-2-one). Reaction SMILES: [CH3:1][C:2]1([CH:7]([OH:20])[CH:8]=[CH:9][CH:10]2[CH:17]3[CH:13]([O:14][C:15](=[O:18])[CH2:16]3)[CH2:12][CH:11]2[OH:19])[CH2:6][CH2:5][CH2:4][CH2:3]1.[Si:21](Cl)([C:24]([CH3:27])([CH3:26])[CH3:25])([CH3:23])[CH3:22]>>[CH3:1][C:2]1([CH:7]([O:20][Si:21]([C:24]([CH3:27])([CH3:26])[CH3:25])([CH3:23])[CH3:22])[CH:8]=[CH:9][CH:10]2[CH:17]3[CH:13]([O:14][C:15](=[O:18])[CH2:16]3)[CH2:12][CH:11]2[O:19][Si:21]([C:24]([CH3:27])([CH3:26])[CH3:25])([CH3:23])[CH3:22])[CH2:6][CH2:5][CH2:4][CH2:3]1. Procedure details: By the procedure of Example 5 [3aR-[3a alpha,4alpha, (1E,3R*),5beta,6a alpha]]-4-[3-(1-methylcyclopentyl)-3-hydroxy-1-propenyl]hexahydro-5-hydroxy-2H-cyclopenta[b]furan-2-one was reacted with t-butyldimethylsilyl chloride to yield [3aR-[3a alpha,4alpha(1E,3R*),5 beta,6a alpha]]-4-[3-(1-methylcyclopentyl)-3-[[(1,1-dimethylethyl)dimethylsilyl]oxy]-1-propenyl]-5-[[(1,1-dimethylethyl)dimethylsilyl]oxy]-hexahydro-2H-cyclopenta[b]furan-2-one. The reactants are C(CCCCCCCCCCC)C=1N=NN(N1)C(C(=O)OCC)CCCCC (ethyl (±)-5-dodecyl-α-pentyl-2H-tetrazole-2-acetate), C(CCCCCCCCC)C=1N=NN(N1)C(C(=O)OCC)C1=CC=CC=C1 (ethyl (±)-5-decyl-α-phenyl-2H-tetrazole-2-acetate). The product is C(CCCCCCCCCCC)C=1N=NN(N1)C(C(=O)O)CCCCC ((±)-5-dodecyl-α-pentyl-2H-tetrazole-2-acetic acid). RXN SMILES: [CH2:1]([C:13]1[N:14]=[N:15][N:16]([CH:18]([CH2:24][CH2:25][CH2:26][CH2:27][CH3:28])[C:19]([O:21]CC)=[O:20])[N:17]=1)[CH2:2][CH2:3][CH2:4][CH2:5][CH2:6][CH2:7][CH2:8][CH2:9][CH2:10][CH2:11][CH3:12].C(C1N=NN(C(C2C=CC=CC=2)C(OCC)=O)N=1)CCCCCCCCC>>[CH2:1]([C:13]1[N:14]=[N:15][N:16]([CH:18]([CH2:24][CH2:25][CH2:26][CH2:27][CH3:28])[C:19]([OH:21])=[O:20])[N:17]=1)[CH2:2][CH2:3][CH2:4][CH2:5][CH2:6][CH2:7][CH2:8][CH2:9][CH2:10][CH2:11][CH3:12]. Reported procedure: When in the general procedure of Example 79 an appropriate amount of ethyl (±)-5-dodecyl-α-pentyl-2H-tetrazole-2-acetate was substituted for ethyl (±)-5-decyl-α-phenyl-2H-tetrazole-2-acetate, the title compound was obtained.